describe an organic reaction: reactants, conditions, products, and yield From a dataset of the Open Reaction Database (ORD), a public repository of structured organic reaction records. The reactants are OC1=C(C=CC(=C1)O)NC(C(F)(F)F)=O (N-(2,4-dihydroxyphenyl)-2,2,2-trifluoroacetamide), C1(=CC=C(C=C1)S(=O)(=O)O)C (p-toluenesulfonic acid), O (water). Run in C1(=CC=CC=C1)C (toluene). Yields the product FC(C=1OC2=C(N1)C=CC(=C2)O)(F)F (2-(trifluoromethyl)benzoxazol-6-ol). Isolated yield 40.8%. As a reaction SMILES: O[C:2]1[CH:7]=[C:6]([OH:8])[CH:5]=[CH:4][C:3]=1[NH:9][C:10](=[O:15])[C:11]([F:14])([F:13])[F:12].C1(C)C=CC(S(O)(=O)=O)=CC=1.O>C1(C)C=CC=CC=1>[F:14][C:11]([F:12])([F:13])[C:10]1[O:15][C:2]2[CH:7]=[C:6]([OH:8])[CH:5]=[CH:4][C:3]=2[N:9]=1. Procedure: A stirred solution of 0.8 gram (0.0036) of N-(2,4-dihydroxyphenyl)-2,2,2-trifluoroacetamide and a catalytic amount of p-toluenesulfonic acid in 50 mL of toluene was heated at reflux during an 18 hour period while the theoretical amount of water by-product was collected in a Dean-Stark trap. After this time the reaction mixture was concentrated under reduced pressure to a residue. The residue was purified with column chromatography on silica gel using methylene chloride as an eluant. The appropri... Reactants: ClCCl, CC[N+](CC)(CC)Cc1ccccc1, [Cl-], Clc1ccc2c(c1)CCC1=C2CCCN1, [O-][I+3]([O-])([O-])[O-], [K+], O=[Mn](=O)(=O)[O-], [Na+], O. Yields the product O=C1CCc2cc(Cl)ccc2C(=O)CCCN1. As a reaction SMILES: [CH2:29]([Cl:30])[Cl:31].[CH2:33]([N+:34]([CH2:35][CH3:36])([CH2:37][CH3:38])[CH2:39][CH3:40])[c:41]1[cH:42][cH:43][cH:44][cH:45][cH:46]1.[Cl-:32].[Cl:1][c:2]1[cH:3][c:4]2[c:5]([cH:14][cH:15]1)[C:6]1=[C:11]([NH:10][CH2:9][CH2:8][CH2:7]1)[CH2:12][CH2:13]2.[I+3:22]([O-:23])([O-:24])([O-:25])[O-:26].[K+:21].[Mn:16](=[O:17])([O-:18])(=[O:19])=[O:20].[Na+:27].[OH2:28]>>[Cl:1][c:2]1[cH:3][c:4]2[c:5]([cH:14][cH:15]1)[C:6](=[O:17])[CH2:7][CH2:8][CH2:9][NH:10][C:11](=[O:28])[CH2:12][CH2:13]2.